Dataset: the Open Reaction Database (ORD), a public repository of structured organic reaction records. Task: describe an organic reaction: reactants, conditions, products, and yield The reactants are O (water), OO (hydrogen peroxide), [OH-].[Li+] (lithium hydroxide), C(C)(C)(C)OC(NCC1=CC(=CC=C1)C[C@@H](C(=O)N1C(OC[C@@H]1CC1=CC=CC=C1)=O)OC(C)C)=O ({3-[3-(4 (S)-Benzyl-2-oxooxazolidin-3-yl)-2(S)-isopropoxy-3-oxopropyl]benzyl}carbamic acid t-butyl ester). Run in O1CCCC1 (tetrahydrofuran). Conditions: time 8 hour. Product: C(C)(C)(C)OC(=O)NCC=1C=C(C=CC1)C[C@@H](C(=O)O)OC(C)C (3-[3-(t-butoxycarbonylaminomethyl)phenyl]-2(S)-isopropoxypropionic acid). Reaction SMILES: [C:1]([O:5][C:6](=[O:36])[NH:7][CH2:8][C:9]1[CH:14]=[CH:13][CH:12]=[C:11]([CH2:15][C@H:16]([O:32][CH:33]([CH3:35])[CH3:34])[C:17](N2[C@@H](CC3C=CC=CC=3)COC2=O)=[O:18])[CH:10]=1)([CH3:4])([CH3:3])[CH3:2].[OH:37]O.[OH-].[Li+].O>O1CCCC1>[C:1]([O:5][C:6]([NH:7][CH2:8][C:9]1[CH:10]=[C:11]([CH2:15][C@H:16]([O:32][CH:33]([CH3:35])[CH3:34])[C:17]([OH:18])=[O:37])[CH:12]=[CH:13][CH:14]=1)=[O:36])([CH3:2])([CH3:3])[CH3:4] |f:2.3|. Procedure: 15.3 g of {3-[3-(4 (S)-Benzyl-2-oxooxazolidin-3-yl)-2(S)-isopropoxy-3-oxopropyl]benzyl}carbamic acid t-butyl ester was dissolved in 300 ml of tetrahydrofuran, and 15 ml of 30% aqueous hydrogen peroxide and 75 ml of 1N aqueous lithium hydroxide were successively added under ice-cooling, and stirring was continued overnight at room temperature. The reaction solution was treated with water, extracted with dichloromethane, and the aqueous layer was acidified with 1N hydrochloric acid. The mixture wa... Starting materials: [N-]=[N+]=[N-].[Na+] (sodium azide), BrC(C)C1=NC(C2=C(N1CC1=C(C(=CC=C1)Cl)C)N=C(S2)N2CCOCC2)=O (5-(1-bromoethyl)-4-[(3-chloro-2-methylphenyl)methyl]-2-(4-morpholinyl)[1,3]thiazolo[4,5-d]pyrimidin-7(4H)-one). Solvent: CN(C=O)C (N,N-Dimethylformamide), CN(C=O)C (N,N-Dimethylformamide), O (water). Run at temperature 65 celsius. Yields the product N(=[N+]=[N-])C(C)C1=NC(C2=C(N1CC1=C(C(=CC=C1)Cl)C)N=C(S2)N2CCOCC2)=O (5-(1-azidoethyl)-4-[(3-chloro-2-methylphenyl)methyl]-2-(4-morpholinyl)[1,3]thiazolo[4,5-d]pyrimidin-7(4H)-one). Isolated yield 52.2%. RXN SMILES: [N-:1]=[N+:2]=[N-:3].[Na+].Br[CH:6]([C:8]1[N:13]([CH2:14][C:15]2[CH:20]=[CH:19][CH:18]=[C:17]([Cl:21])[C:16]=2[CH3:22])[C:12]2[N:23]=[C:24]([N:26]3[CH2:31][CH2:30][O:29][CH2:28][CH2:27]3)[S:25][C:11]=2[C:10](=[O:32])[N:9]=1)[CH3:7]>CN(C)C=O.O>[N:1]([CH:6]([C:8]1[N:13]([CH2:14][C:15]2[CH:20]=[CH:19][CH:18]=[C:17]([Cl:21])[C:16]=2[CH3:22])[C:12]2[N:23]=[C:24]([N:26]3[CH2:27][CH2:28][O:29][CH2:30][CH2:31]3)[S:25][C:11]=2[C:10](=[O:32])[N:9]=1)[CH3:7])=[N+:2]=[N-:3] |f:0.1|. Procedure details: To a solution of sodium azide (20.16 mg, 0.310 mmol) in N,N-Dimethylformamide (DMF) (1.5 mL) was added 5-(1-bromoethyl)-4-[(3-chloro-2-methylphenyl)methyl]-2-(4-morpholinyl)[1,3]thiazolo[4,5-d]pyrimidin-7(4H)-one (100 mg, 0.207 mmol) in N,N-Dimethylformamide (DMF) (1.5 mL). The reaction was heated to 65° C. for 2 hr, and then the solution was cooled to room temperature. The reaction contents were diluted with water, producing a precipitate. The suspension was filtered using a fritted funnel, pro... The reactants are C(C)OC(CC1=CC=CC2=C(C=CC=C12)OC)=O (ethyl-5-methoxy-naphthalene-1-acetate), [H-].[H-].[H-].[H-].[Li+].[Al+3] (LiAlH4), [O-]S(=O)(=O)[O-].[Na+].[Na+] (Na2SO4). Solvent: CCOCC (Et2O), CCOCC (Et2O). Reaction conditions: time 2 hour. The product is OCCC1=CC=CC2=C(C=CC=C12)OC (1-(2-Hydroxyethyl)-5-methoxynaphthalene). As a reaction SMILES: [H-].[H-].[H-].[H-].[Li+].[Al+3].C([O:9][C:10](=O)[CH2:11][C:12]1[C:21]2[C:16](=[C:17]([O:22][CH3:23])[CH:18]=[CH:19][CH:20]=2)[CH:15]=[CH:14][CH:13]=1)C.[O-]S([O-])(=O)=O.[Na+].[Na+]>CCOCC>[OH:9][CH2:10][CH2:11][C:12]1[C:21]2[C:16](=[C:17]([O:22][CH3:23])[CH:18]=[CH:19][CH:20]=2)[CH:15]=[CH:14][CH:13]=1 |f:0.1.2.3.4.5,7.8.9|. Procedure details: To a stirred suspension of 3 g (0.08 mole) of LiAlH4 in 100 mL of dry Et2O, a solution of 30 g (0.12 mole) of ethyl-5-methoxy-naphthalene-1-acetate in 400 mL of dry Et2O was added over 135 mins under N2. The mixture was stirred for 2 h, cooled in ice, and decomposed by dropwise addition of 20 mL of satd. aq. Na2SO4 solution. The precipitate was filtered off and washed with Et2O. After evaporation of the solvent a crystalline product remained that was stirred with cold hexane. The alcohol (21.95 ...